Dataset: the Open Reaction Database (ORD), a public repository of structured organic reaction records. Task: describe an organic reaction: reactants, conditions, products, and yield The reactants are CCOc1c(C(=O)c2cccs2)cnc2c1cnn2Cc1ccco1, COCCOCCOC, O=[Se]=O. Product: CCOc1c(C(=O)c2cccs2)cnc2[nH]ncc12. Reaction SMILES: [CH2:1]([CH3:2])[O:3][c:4]1[c:5]2[c:6]([n:7][cH:8][c:9]1[C:10](=[O:11])[c:12]1[s:13][cH:14][cH:15][cH:16]1)[n:17]([CH2:20][c:21]1[o:22][cH:23][cH:24][cH:25]1)[n:18][cH:19]2.[CH3:29][O:30][CH2:31][CH2:32][O:33][CH2:34][CH2:35][O:36][CH3:37].[Se:26](=[O:27])=[O:28]>>[CH2:1]([CH3:2])[O:3][c:4]1[c:5]2[c:6]([n:7][cH:8][c:9]1[C:10](=[O:11])[c:12]1[s:13][cH:14][cH:15][cH:16]1)[nH:17][n:18][cH:19]2. Reactants: CN1CCNCC1, Cc1ccc(F)cc1[N+](=O)[O-]. Product: Cc1ccc(N2CCN(C)CC2)cc1[N+](=O)[O-]. RXN SMILES: [CH3:12][N:13]1[CH2:14][CH2:15][NH:16][CH2:17][CH2:18]1.[F:1][c:2]1[cH:3][c:4]([N+:9](=[O:10])[O-:11])[c:5]([CH3:8])[cH:6][cH:7]1>>[c:2]1([N:16]2[CH2:15][CH2:14][N:13]([CH3:12])[CH2:18][CH2:17]2)[cH:3][c:4]([N+:9](=[O:10])[O-:11])[c:5]([CH3:8])[cH:6][cH:7]1.